This data is from the Open Reaction Database (ORD), a public repository of structured organic reaction records. The task is: describe an organic reaction: reactants, conditions, products, and yield Reactants: NCC(=O)OCC (H-Gly-OC2H5), C(CC(O)(C(=O)O)CC(=O)O)(=O)O (citric acid), CN1CCOCC1 (N-methylmorpholine), N([C@@H](CC(C)C)C(=O)O)C(=O)OCC1=CC=CC=C1 (Z-Leu-OH), ClC(=O)OCC(C)C (isobutyl chloroformate). The solvent is C(C)N(CC)CC (triethylamine), CN(C=O)C (dimethylformamide), O1CCCC1 (tetrahydrofuran). Conditions: temperature -15 celsius, time 30 second. Yields the product N([C@@H](CC(C)C)C(=O)NCC(=O)OCC)C(=O)OCC1=CC=CC=C1 (Z-Leu-Gly-OC2H5). The yield is 73.1%. RXN SMILES: CN1CCOCC1.[NH:8]([C:17]([O:19][CH2:20][C:21]1[CH:26]=[CH:25][CH:24]=[CH:23][CH:22]=1)=[O:18])[C@H:9]([C:14]([OH:16])=O)[CH2:10][CH:11]([CH3:13])[CH3:12].ClC(OCC(C)C)=O.[NH2:35][CH2:36][C:37]([O:39][CH2:40][CH3:41])=[O:38].C(O)(=O)CC(CC(O)=O)(C(O)=O)O>O1CCCC1.C(N(CC)CC)C.CN(C)C=O>[NH:8]([C:17]([O:19][CH2:20][C:21]1[CH:26]=[CH:25][CH:24]=[CH:23][CH:22]=1)=[O:18])[C@H:9]([C:14]([NH:35][CH2:36][C:37]([O:39][CH2:40][CH3:41])=[O:38])=[O:16])[CH2:10][CH:11]([CH3:12])[CH3:13]. Reported procedure: 1.86 Milliliters of N-methylmorpholine was dissolved in 60 ml of tetrahydrofuran and to this solution 4.85 g of Z-Leu-OH was added. The mixture was cooled to -15° C. and 2.41 ml of isobutyl chloroformate was added and then vigorously stirred for 30 seconds. To this reaction mixture, 40 ml of a dimethylformamide solution containing 2.54 g of H-Gly-OC2H5, and 2.56 ml of triethylamine were added and stirred for 1 minute. After the reaction mixture was warmed at 0° C. for 5 minutes, then at 40° C. f...